From a dataset of the Open Reaction Database (ORD), a public repository of structured organic reaction records. describe an organic reaction: reactants, conditions, products, and yield The reactants are Cc1cc(C2CCCN2C(=O)OCc2ccccc2)nc(-n2ccnc2)n1, CCO. The product is Cc1cc(C2CCCN2)nc(-n2ccnc2)n1. RXN SMILES: [CH2:1]([O:2][C:3](=[O:4])[N:11]1[CH:12]([c:16]2[n:17][c:18](-[n:23]3[cH:24][n:25][cH:26][cH:27]3)[n:19][c:20]([CH3:22])[cH:21]2)[CH2:13][CH2:14][CH2:15]1)[c:5]1[cH:6][cH:7][cH:8][cH:9][cH:10]1.[CH3:28][CH2:29][OH:30]>>[NH:11]1[CH:12]([c:16]2[n:17][c:18](-[n:23]3[cH:24][n:25][cH:26][cH:27]3)[n:19][c:20]([CH3:22])[cH:21]2)[CH2:13][CH2:14][CH2:15]1. The reactants are CC(C)(C)OC(=O)N(N(C(=O)OC(C)(C)C)C1=NC(=NC(=C1F)N1C(C(CC1)N(C)C)(C)C)Cl)C(=O)OC(C)(C)C (racemic tris(1,1-dimethylethyl)2-{2-chloro-6-[3-(dimethylamino)-2,2-dimethyl-1-pyrrolidinyl]-5-fluoro-4-pyrimidinyl}-1,1,2-hydrazinetricarboxylate), Cl (HCl). Solvent: CO (MeOH), O1CCOCC1 (dioxane). Reaction conditions: time 3 day. Yields the product Cl.Cl.Cl.Cl.Cl.ClC1=NC(=C(C(=N1)N1C(C(CC1)N(C)C)(C)C)F)NN (racemic 1-(2-chloro-5-fluoro-6-hydrazino-4-pyrimidinyl)-N,N,2,2-tetramethyl-3-pyrrolidinamine pentahydrochloride). The yield is 99.0%. As a reaction SMILES: CC(OC([N:8](C(OC(C)(C)C)=O)[N:9]([C:17]1[C:22]([F:23])=[C:21]([N:24]2[CH2:28][CH2:27][CH:26]([N:29]([CH3:31])[CH3:30])[C:25]2([CH3:33])[CH3:32])[N:20]=[C:19]([Cl:34])[N:18]=1)C(OC(C)(C)C)=O)=O)(C)C.[ClH:42]>CO.O1CCOCC1>[ClH:34].[ClH:42].[ClH:34].[ClH:34].[ClH:34].[Cl:34][C:19]1[N:20]=[C:21]([N:24]2[CH2:28][CH2:27][CH:26]([N:29]([CH3:31])[CH3:30])[C:25]2([CH3:32])[CH3:33])[C:22]([F:23])=[C:17]([NH:9][NH2:8])[N:18]=1 |f:4.5.6.7.8.9|. Procedure: To a solution of racemic tris(1,1-dimethylethyl)2-{2-chloro-6-[3-(dimethylamino)-2,2-dimethyl-1-pyrrolidinyl]-5-fluoro-4-pyrimidinyl}-1,1,2-hydrazinetricarboxylate (0.4618 g, 0.766 mmol) in MeOH (5 mL) was added 4 N HCl in dioxane (5 mL). The solution was stirred for 3 days, and then concentrated in vacuo to afford racemic 1-(2-chloro-5-fluoro-6-hydrazino-4-pyrimidinyl)-N,N,2,2-tetramethyl-3-pyrrolidinamine pentahydrochloride (0.3673 g, 99% yield) as an orange oil that crystallized under vacuum.... Reactants: Clc1ccc(-c2cc(Cl)ncc2Br)cc1, C1CCOC1, NN. The product is NNc1cc(-c2ccc(Cl)cc2)c(Br)cn1. Reaction SMILES: [Br:1][c:2]1[c:3](-[c:9]2[cH:10][cH:11][c:12]([Cl:15])[cH:13][cH:14]2)[cH:4][c:5]([Cl:8])[n:6][cH:7]1.[CH2:18]1[O:19][CH2:20][CH2:21][CH2:22]1.[NH2:16][NH2:17]>>[Br:1][c:2]1[c:3](-[c:9]2[cH:10][cH:11][c:12]([Cl:15])[cH:13][cH:14]2)[cH:4][c:5]([NH:16][NH2:17])[n:6][cH:7]1. The reactants are CC(=O)Cc1ccc(C)cc1, NCC(O)c1cccc(Cl)c1, c1ccccc1. The product is Cc1ccc(CC(C)NCC(O)c2cccc(Cl)c2)cc1. Reaction SMILES: [CH3:1][c:2]1[cH:3][cH:4][c:5]([CH2:8][C:9]([CH3:10])=[O:11])[cH:6][cH:7]1.[Cl:12][c:13]1[cH:14][c:15]([CH:19]([CH2:20][NH2:21])[OH:22])[cH:16][cH:17][cH:18]1.[cH:23]1[cH:24][cH:25][cH:26][cH:27][cH:28]1>>[CH3:1][c:2]1[cH:3][cH:4][c:5]([CH2:8][CH:9]([CH3:10])[NH:21][CH2:20][CH:19]([c:15]2[cH:14][c:13]([Cl:12])[cH:18][cH:17][cH:16]2)[OH:22])[cH:6][cH:7]1. Yield: 95.0%. The product is FC(C(=O)O)(F)F.COC1=CC=C2C(=CC(OC2=C1)=O)CN1C2=C(N([C@H]([C@@H](C1=O)NC([C@H](C)NC)=O)C)C(CS(=O)(=O)C)=O)C=CC=C2 ((S)-N-((3S,4S)-1-((7-methoxy-2-oxo-2H-chromen-4-yl)methyl)-4-methyl-5-(2-(methylsulfonyl)acetyl)-2-oxo-2,3,4,5-tetrahydro-1H-benzo[b][1,4]diazepin-3-yl)-2-(methylamino) propanamide 2,2,2-trifluoroacetate). RXN SMILES: [CH3:1][O:2][C:3]1[CH:12]=[C:11]2[C:6]([C:7]([CH2:14][N:15]3[C:21](=[O:22])[C@@H:20]([NH:23][C:24](=[O:36])[C@@H:25]([N:27](C)[C:28](=O)OC(C)(C)C)[CH3:26])[C@H:19]([CH3:37])[N:18]([C:38](=[O:44])[CH2:39][S:40]([CH3:43])(=[O:42])=[O:41])[C:17]4[CH:45]=[CH:46][CH:47]=[CH:48][C:16]3=4)=[CH:8][C:9](=[O:13])[O:10]2)=[CH:5][CH:4]=1.[C:49]([OH:55])([C:51]([F:54])([F:53])[F:52])=[O:50]>C(Cl)Cl>[F:52][C:51]([F:54])([F:53])[C:49]([OH:55])=[O:50].[CH3:1][O:2][C:3]1[CH:12]=[C:11]2[C:6]([C:7]([CH2:14][N:15]3[C:21](=[O:22])[C@@H:20]([NH:23][C:24](=[O:36])[C@@H:25]([NH:27][CH3:28])[CH3:26])[C@H:19]([CH3:37])[N:18]([C:38](=[O:44])[CH2:39][S:40]([CH3:43])(=[O:42])=[O:41])[C:17]4[CH:45]=[CH:46][CH:47]=[CH:48][C:16]3=4)=[CH:8][C:9](=[O:13])[O:10]2)=[CH:5][CH:4]=1 |f:3.4|. The solvent is C(Cl)Cl (CH2Cl2). Reactants: COC1=CC=C2C(=CC(OC2=C1)=O)CN1C2=C(N([C@H]([C@@H](C1=O)NC([C@H](C)N(C(OC(C)(C)C)=O)C)=O)C)C(CS(=O)(=O)C)=O)C=CC=C2 (tert-butyl(S)-1-((3S,4S)-1-((7-methoxy-2-oxo-2H-chromen-4-yl)methyl)-4-methyl-5-(2-(methylsulfonyl)acetyl)-2-oxo-2,3,4,5-tetrahydro-1H-benzo[b][1,4]diazepin-3-ylamino)-1-oxopropan-2-yl(methyl)carbamate), C(=O)(C(F)(F)F)O (TFA). Run at time 1.5 hour. Procedure: To a rt solution of tert-butyl(S)-1-((3S,4S)-1-((7-methoxy-2-oxo-2H-chromen-4-yl)methyl)-4-methyl-5-(2-(methylsulfonyl)acetyl)-2-oxo-2,3,4,5-tetrahydro-1H-benzo[b][1,4]diazepin-3-ylamino)-1-oxopropan-2-yl(methyl)carbamate (42.7 mg, 62.4 μmol) in CH2Cl2 (249 μl) was added TFA (62.4 μl). The reaction was stirred at rt for 1.5 h, then concentrated, taken up in H2O, and lyophilized to provide (S)-N-((3S,4S)-1-((7-methoxy-2-oxo-2H-chromen-4-yl)methyl)-4-methyl-5-(2-(methylsulfonyl)acetyl)-2-oxo-2,3,4... The reactants are C1CCOC1, CO, Cl, [Na+], [OH-], COC(=O)c1nc(N(C)S(C)(=O)=O)c2cccnc2c1O. The product is CN(c1nc(C(=O)O)c(O)c2ncccc12)S(C)(=O)=O. Reaction SMILES: [CH2:25]1[O:26][CH2:27][CH2:28][CH2:29]1.[CH3:30][OH:31].[ClH:24].[Na+:2].[OH-:1].[OH:3][c:4]1[c:5]([C:20](=[O:21])[O:22][CH3:23])[n:6][c:7]([N:14]([S:15](=[O:16])(=[O:17])[CH3:18])[CH3:19])[c:8]2[cH:9][cH:10][cH:11][n:12][c:13]12>>[OH:3][c:4]1[c:5]([C:20](=[O:21])[OH:22])[n:6][c:7]([N:14]([S:15](=[O:16])(=[O:17])[CH3:18])[CH3:19])[c:8]2[cH:9][cH:10][cH:11][n:12][c:13]12.